Dataset: the Open Reaction Database (ORD), a public repository of structured organic reaction records. Task: describe an organic reaction: reactants, conditions, products, and yield Starting materials: O=Cc1cnc(Br)s1, O=C([O-])[O-], CCS(=O)(=O)N1CCC(c2c[nH]c3c(C(N)=O)cc(B4OC(C)(C)C(C)(C)O4)cc23)CC1, [K+], [K+], C1COCCO1, O, c1ccc(P(c2ccccc2)(c2ccccc2)[Pd](P(c2ccccc2)(c2ccccc2)c2ccccc2)(P(c2ccccc2)(c2ccccc2)c2ccccc2)P(c2ccccc2)(c2ccccc2)c2ccccc2)cc1. Product: CCS(=O)(=O)N1CCC(c2c[nH]c3c(C(N)=O)cc(-c4ncc(C=O)s4)cc23)CC1. Reaction SMILES: [Br:33][c:34]1[s:35][c:36]([CH:39]=[O:40])[cH:37][n:38]1.[C:41](=[O:42])([O-:43])[O-:44].[CH2:1]([CH3:2])[S:3](=[O:4])(=[O:5])[N:6]1[CH2:7][CH2:8][CH:9]([c:12]2[cH:13][nH:14][c:15]3[c:16]([C:30](=[O:31])[NH2:32])[cH:17][c:18]([B:21]4[O:22][C:23]([CH3:24])([CH3:25])[C:26]([CH3:27])([CH3:28])[O:29]4)[cH:19][c:20]23)[CH2:10][CH2:11]1.[K+:45].[K+:46].[O:47]1[CH2:48][CH2:49][O:50][CH2:51][CH2:52]1.[OH2:53].[cH:54]1[cH:55][cH:56][c:57]([P:58]([Pd:59]([P:60]([c:61]2[cH:62][cH:63][cH:64][cH:65][cH:66]2)([c:67]2[cH:68][cH:69][cH:70][cH:71][cH:72]2)[c:73]2[cH:74][cH:75][cH:76][cH:77][cH:78]2)([P:79]([c:80]2[cH:81][cH:82][cH:83][cH:84][cH:85]2)([c:86]2[cH:87][cH:88][cH:89][cH:90][cH:91]2)[c:92]2[cH:93][cH:94][cH:95][cH:96][cH:97]2)[P:98]([c:99]2[cH:100][cH:101][cH:102][cH:103][cH:104]2)([c:105]2[cH:106][cH:107][cH:108][cH:109][cH:110]2)[c:111]2[cH:112][cH:113][cH:114][cH:115][cH:116]2)([c:117]2[cH:118][cH:119][cH:120][cH:121][cH:122]2)[c:123]2[cH:124][cH:125][cH:126][cH:127][cH:128]2)[cH:129][cH:130]1>>[CH2:1]([CH3:2])[S:3](=[O:4])(=[O:5])[N:6]1[CH2:7][CH2:8][CH:9]([c:12]2[cH:13][nH:14][c:15]3[c:16]([C:30](=[O:31])[NH2:32])[cH:17][c:18](-[c:34]4[s:35][c:36]([CH:39]=[O:40])[cH:37][n:38]4)[cH:19][c:20]23)[CH2:10][CH2:11]1. The reactants are ice, C1(=CC=CC=C1)COC1=C2CCC(C2=CC=C1)=O (4-(phenylmethoxy)-1-indanone), N(=O)OCCC(C)C (isoamyl nitrite), Cl (hydrogen chloride). The solvent is CCOCC (ether). Yields the product ON=C1C(C2=CC=CC(=C2C1)OCC1=CC=CC=C1)=O (2-(hydroxyimino)-4-(phenylmethoxy)-1-indanone). Yield: 86.0%. RXN SMILES: [C:1]1([CH2:7][O:8][C:9]2[CH:17]=[CH:16][CH:15]=[C:14]3[C:10]=2[CH2:11][CH2:12][C:13]3=[O:18])[CH:6]=[CH:5][CH:4]=[CH:3][CH:2]=1.[N:19](OCCC(C)C)=[O:20].Cl>CCOCC>[OH:20][N:19]=[C:12]1[CH2:11][C:10]2[C:14](=[CH:15][CH:16]=[CH:17][C:9]=2[O:8][CH2:7][C:1]2[CH:2]=[CH:3][CH:4]=[CH:5][CH:6]=2)[C:13]1=[O:18]. Procedure details: To an ice-cooled solution of 1.91 g (0.008 m) of 4-(phenylmethoxy)-1-indanone in 75 ml of anhydrous ether is added dropwise with stirring 1.2 ml (0.088 m) of isoamyl nitrite while hydrogen chloride is simultaneously bubbled in. After stirring at room temperature for twenty minutes, the reaction mixture is partially concentrated and the solid which separates is filtered to yield 1.83 g (86%) of material sufficiently pure to be used in the next step. Starting materials: N1C(CCCC1)=O (piperidin-2-one), BrC=1C=NC=C(C1)CCl (3-bromo-5-chloromethyl-pyridine), [H-].[Na+] (NaH). Product: BrC=1C=C(C=NC1)CN1C(CCCC1)=O (1-(5-Bromo-pyridin-3-ylmethyl)-piperidin-2-one). RXN SMILES: [NH:1]1[CH2:6][CH2:5][CH2:4][CH2:3][C:2]1=[O:7].[Br:8][C:9]1[CH:10]=[N:11][CH:12]=[C:13]([CH2:15]Cl)[CH:14]=1.[H-].[Na+]>>[Br:8][C:9]1[CH:14]=[C:13]([CH2:15][N:1]2[CH2:6][CH2:5][CH2:4][CH2:3][C:2]2=[O:7])[CH:12]=[N:11][CH:10]=1 |f:2.3|. Procedure details: In analogy to the procedure described for the preparation of intermediates A-12 [B], piperidin-2-one was reacted with 3-bromo-5-chloromethyl-pyridine (intermediate A-12 [A]) in the presence of NaH to give the title compound as a colorless oil. MS: 269.2, 271.2 (M+H+). The reactants are Cl (hydrochloric acid), COC=1C=C(C=C(C1OC)OC)C1=CC=C(C(=O)N2CCC(CC2)N(CCN(C)C2CCN(CC2)C(C2=CC=C(C=C2)C2=CC(=C(C(=C2)OC)OC)OC)=O)C)C=C1 (N,N′-bis[1-[4-(3,4,5-trimethoxyphenyl)benzoyl]-4-piperidinyl]-N,N′-dimethylethylenediamine). Run in C(C)O (ethanol). Product: Cl.Cl.COC=1C=C(C=C(C1OC)OC)C1=CC=C(C(=O)N2CCC(CC2)N(CCN(C)C2CCN(CC2)C(C2=CC=C(C=C2)C2=CC(=C(C(=C2)OC)OC)OC)=O)C)C=C1 (N,N′-bis[1-[4-(3,4,5-Trimethoxyphenyl)benzoyl]-4-piperidinyl]-N,N′-dimethylethylenediamine Dihydrochloride). RXN SMILES: [ClH:1].[CH3:2][O:3][C:4]1[CH:5]=[C:6]([C:14]2[CH:59]=[CH:58][C:17]([C:18]([N:20]3[CH2:25][CH2:24][CH:23]([N:26]([CH3:57])[CH2:27][CH2:28][N:29]([CH:31]4[CH2:36][CH2:35][N:34]([C:37](=[O:56])[C:38]5[CH:43]=[CH:42][C:41]([C:44]6[CH:49]=[C:48]([O:50][CH3:51])[C:47]([O:52][CH3:53])=[C:46]([O:54][CH3:55])[CH:45]=6)=[CH:40][CH:39]=5)[CH2:33][CH2:32]4)[CH3:30])[CH2:22][CH2:21]3)=[O:19])=[CH:16][CH:15]=2)[CH:7]=[C:8]([O:12][CH3:13])[C:9]=1[O:10][CH3:11]>C(O)C>[ClH:1].[ClH:1].[CH3:55][O:54][C:46]1[CH:45]=[C:44]([C:41]2[CH:40]=[CH:39][C:38]([C:37]([N:34]3[CH2:33][CH2:32][CH:31]([N:29]([CH3:30])[CH2:28][CH2:27][N:26]([CH:23]4[CH2:22][CH2:21][N:20]([C:18](=[O:19])[C:17]5[CH:58]=[CH:59][C:14]([C:6]6[CH:7]=[C:8]([O:12][CH3:13])[C:9]([O:10][CH3:11])=[C:4]([O:3][CH3:2])[CH:5]=6)=[CH:15][CH:16]=5)[CH2:25][CH2:24]4)[CH3:57])[CH2:36][CH2:35]3)=[O:56])=[CH:43][CH:42]=2)[CH:49]=[C:48]([O:50][CH3:51])[C:47]=1[O:52][CH3:53] |f:3.4.5|. Procedure: Concentrated hydrochloric acid (0.030 ml; 0.36 mmol) was added to a solution of N,N′-bis[1-[4-(3,4,5-trimethoxyphenyl)benzoyl]-4-piperidinyl]-N,N′-dimethylethylenediamine (60 mg; 0.076 mmol) in ethanol (5 ml) and the reaction mixture was concentrated under reduced pressure. The concentrated residue was suspended in diethyl ether and collected by filtration to obtain the title compound as a colorless crystalline powder. Reactants: C[Si](O[Si](O[Si](O[Si](OC(C)=O)(C)C)(C)C)(C)C)(C)C (nonamethyl-1-acetoxy-tetrasiloxane), C(C(=C)C)(=O)O (methacrylic acid). Yields the product C[Si](O[Si](O[Si](O[Si](OC(C(=C)C)=O)(C)C)(C)C)(C)C)(C)C (nonamethyl-1-methacryloyloxy-tetrasiloxane). As a reaction SMILES: [CH3:1][Si:2]([CH3:20])([CH3:19])[O:3][Si:4]([CH3:18])([CH3:17])[O:5][Si:6]([CH3:16])([CH3:15])[O:7][Si:8]([CH3:14])([CH3:13])OC(=O)C.[C:21]([OH:26])(=[O:25])[C:22]([CH3:24])=[CH2:23]>>[CH3:1][Si:2]([CH3:19])([CH3:20])[O:3][Si:4]([CH3:18])([CH3:17])[O:5][Si:6]([CH3:16])([CH3:15])[O:7][Si:8]([CH3:13])([CH3:14])[O:25][C:21](=[O:26])[C:22]([CH3:24])=[CH2:23]. Procedure details: 5 g of nonamethyl-1-acetoxy-tetrasiloxane prepared as described in reference example of EP-0839869 and 2.31 g of commercial methacrylic acid (ATOFINA Norsocryl® MAA) are mixed at room temperature. Acetic acid is then distilled under reduced pressure (45° C./13 hPa) to afford nonamethyl-1-methacryloyloxy-tetrasiloxane. Starting materials: CC=1C=C(C(=C2C=CN(C12)S(=O)(=O)C1=CC=C(C)C=C1)COC1OCCCC1)CO ((±)-(7-Methyl-4-(((tetrahydro-2H-pyran-2-yl)oxy)methyl)-1-tosyl-1H-indol-5-yl)methanol), C1(=CC=CC=C1)O (phenol). Yields the product CC1=CC(=C(C=2C=CN(C12)S(=O)(=O)C1=CC=C(C)C=C1)C=O)COC1=CC=CC=C1 (7-Methyl-5-(phenoxymethyl)-1-tosyl-1H-indole-4-carbaldehyde). RXN SMILES: [CH3:1][C:2]1[CH:3]=[C:4]([CH2:29][OH:30])[C:5]([CH2:21][O:22]C2CCCCO2)=[C:6]2[C:10]=1[N:9]([S:11]([C:14]1[CH:20]=[CH:19][C:17]([CH3:18])=[CH:16][CH:15]=1)(=[O:13])=[O:12])[CH:8]=[CH:7]2.[C:31]1(O)[CH:36]=[CH:35][CH:34]=[CH:33][CH:32]=1>>[CH3:1][C:2]1[C:10]2[N:9]([S:11]([C:14]3[CH:15]=[CH:16][C:17]([CH3:18])=[CH:19][CH:20]=3)(=[O:13])=[O:12])[CH:8]=[CH:7][C:6]=2[C:5]([CH:21]=[O:22])=[C:4]([CH2:29][O:30][C:31]2[CH:36]=[CH:35][CH:34]=[CH:33][CH:32]=2)[CH:3]=1. Reported procedure: The title compound was prepared from (±)-(7-methyl-4-(((tetrahydro-2H-pyran-2-yl)oxy)methyl)-1-tosyl-1H-indol-5-yl)methanol (Example 52-C) using phenol instead of phthalimide in the method depicted in Example 53. MS (ESI+) m/z 420.1 (M+H).